describe an organic reaction: reactants, conditions, products, and yield From a dataset of the Open Reaction Database (ORD), a public repository of structured organic reaction records. Starting materials: C(C1=CC=CC=C1)OC=1C=C2C(=C(N(C(C2=CC1)=O)CC(C)C)C(=O)OC(C)(C)C)C1=CC=CC=C1 (tert-butyl 6-benzyloxy-2-isobutyl-1-oxo-4-phenyl-1,2-dihydro-3-isoquinolinecarboxylate). Solvent: FC(C(=O)O)(F)F (trifluoroacetic acid). Yields the product C(C1=CC=CC=C1)OC=1C=C2C(=C(N(C(C2=CC1)=O)CC(C)C)C(=O)O)C1=CC=CC=C1 (6-benzyloxy-2-isobutyl-1-oxo-4-phenyl-1,2-dihydro-3-isoquinolinecarboxylic acid). The yield is 32.7%. RXN SMILES: [CH2:1]([O:8][C:9]1[CH:10]=[C:11]2[C:16](=[CH:17][CH:18]=1)[C:15](=[O:19])[N:14]([CH2:20][CH:21]([CH3:23])[CH3:22])[C:13]([C:24]([O:26]C(C)(C)C)=[O:25])=[C:12]2[C:31]1[CH:36]=[CH:35][CH:34]=[CH:33][CH:32]=1)[C:2]1[CH:7]=[CH:6][CH:5]=[CH:4][CH:3]=1>FC(F)(F)C(O)=O>[CH2:1]([O:8][C:9]1[CH:10]=[C:11]2[C:16](=[CH:17][CH:18]=1)[C:15](=[O:19])[N:14]([CH2:20][CH:21]([CH3:23])[CH3:22])[C:13]([C:24]([OH:26])=[O:25])=[C:12]2[C:31]1[CH:32]=[CH:33][CH:34]=[CH:35][CH:36]=1)[C:2]1[CH:3]=[CH:4][CH:5]=[CH:6][CH:7]=1. Procedure details: A solution of tert-butyl 6-benzyloxy-2-isobutyl-1-oxo-4-phenyl-1,2-dihydro-3-isoquinolinecarboxylate (9.03 g, 25 mmol) in trifluoroacetic acid (30 mL) was stirred at room temperature for 3 h. The reaction mixture was concentrated under reduced pressure and the obtained crystals were recrystallized from ethyl acetate-diisopropyl ether to give 6-benzyloxy-2-isobutyl-1-oxo-4-phenyl-1,2-dihydro-3-isoquinolinecarboxylic acid (3.50 g, 82.0%) as crystals.